From a dataset of the Open Reaction Database (ORD), a public repository of structured organic reaction records. describe an organic reaction: reactants, conditions, products, and yield Reactants: [H][H] (hydrogen), C(CCC)C1=NC=CC=C1C(C=O)=C (2-butyl-3-pyridylpropenal), CN1CCOCC1 (N-methylmorpholine), CO (methanol). Reagents/catalysts: hydrogenation catalyst. The product is N1=CC(=CC=C1)CC(CO)CCCC (2-(Pyrid-3-ylmethyl)-hexanol). Procedure: A mixture of 21 g (0.11 mol) of 2-butyl-3-pyridylpropenal, 120 ml of methanol, 10 g of N-methylmorpholine and 6 g of a hydrogenation catalyst (10% of Pd and 5% of Pr2O3 on Al2O3) is hydrogenated at 75° C. and 75 bar hydrogen pressure in a 0.3 1 stirred autoclave until the pressure remains constant. The solution is filtered under suction over silica gel, the filtrate is evaporated down under reduced pressure and the residue is purified by distillation. RXN SMILES: C(C1[C:10]([C:11](=[CH2:14])[CH:12]=[O:13])=[CH:9][CH:8]=[CH:7]N=1)CCC.C[N:16]1[CH2:21][CH2:20]O[CH2:18][CH2:17]1.[H][H].[CH3:24]O>>[N:16]1[CH:17]=[CH:18][CH:24]=[C:20]([CH2:14][CH:11]([CH2:10][CH2:9][CH2:8][CH3:7])[CH2:12][OH:13])[CH:21]=1. Reactants: [H-].[Na+] (sodium hydride), xylenes, C(CCCCCC(C)(C)C)(=O)OC (methyl neo-decanoate), [H-].[Na+] (Sodium hydride), C(C)(=O)C1=CC=CC=C1 (acetophenone), 3h, S(O)(O)(=O)=O (sulfuric acid). Solvent: O (water). Conditions: temperature 150 celsius. Product: C1(=CC=CC=C1)C(CC(=O)CCCCCC(C)(C)C)=O (1-phenyl-3-neononyl-1,3-propanedione). The yield is 70.4%. As a reaction SMILES: [H-].[Na+].[C:3]([O:14]C)(=O)[CH2:4][CH2:5][CH2:6][CH2:7][CH2:8][C:9]([CH3:12])([CH3:11])[CH3:10].[C:16]([C:19]1[CH:24]=[CH:23][CH:22]=[CH:21][CH:20]=1)(=[O:18])[CH3:17].S(=O)(=O)(O)O>O>[C:19]1([C:16](=[O:18])[CH2:17][C:3]([CH2:4][CH2:5][CH2:6][CH2:7][CH2:8][C:9]([CH3:10])([CH3:11])[CH3:12])=[O:14])[CH:24]=[CH:23][CH:22]=[CH:21][CH:20]=1 |f:0.1|. Procedure: Sodium hydride (200 g, 5 mol, 60% dispersion in mineral oil) was placed in a 5-liter four-neck round-bottomed flask equipped with a mechanical stirrer, a condenser and a thermometer under a nitrogen atmosphere. To the sodium hydride was added xylenes (600 g, 5.65 mol) and methyl neo-decanoate (1163 g, 6.25 mol) in a dropping funnel at ambient temperature, while carefully watching the pot temperature and nitrogen gas flow. The resulting slurry was heated to 150° C. while vigorously stirring (300 ...